This data is from the Open Reaction Database (ORD), a public repository of structured organic reaction records. The task is: describe an organic reaction: reactants, conditions, products, and yield Starting materials: S(=O)(=O)(Cl)Cl (sulfonyl chloride), [NH4+].[OH-] (NH4OH), S(=O)(=O)(Cl)Cl (sulfuryl chloride), O1C2=C(C=C1)C=CC=C2 (benzo[b]furane), [Li]CCCC (n-BuLi), Cl (HCl). The solvent is CC(=O)C (acetone), O (water), CCCCCC (hexane), C1CCOC1 (THF), CC(=O)C (acetone), CCCCCC (hexane), C1CCOC1 (THF). Conditions: temperature 0 celsius, time 20 minute. The product is O1C(=CC2=C1C=CC=C2)S(=O)(=O)N (Benzofuran-2-sulfonamide). Yield: 43.0%. Reaction SMILES: [O:1]1[CH:5]=[CH:4][C:3]2[CH:6]=[CH:7][CH:8]=[CH:9][C:2]1=2.[Li]CCCC.[S:15](Cl)(Cl)(=[O:17])=[O:16].[NH4+:20].[OH-].Cl>C1COCC1.CCCCCC.CC(C)=O.O>[O:1]1[C:2]2[CH:9]=[CH:8][CH:7]=[CH:6][C:3]=2[CH:4]=[C:5]1[S:15]([NH2:20])(=[O:17])=[O:16] |f:3.4|. Procedure: To a stirred solution of benzo[b]furane (2.5 mmol) in dry THF (1.5 mL) and cooled to 0° C. is slowly added 1.6 M n-BuLi in hexane (1.7 mL, 2.5 mmol). The temperature is maintained at 0° C. and the reaction mixture is stirred for 20 min. Then the heterogeneous mixture is diluted with 2 mL of THF and is transferred by canula to a well-stirred solution of sulfuryl chloride (410 μL, 5.1 mmol) in hexane (2.0 mL) at 0° C. After 1 hr, the suspension is diluted with acetone and the resulting solution of... Reactants: COC=1C=CC2=C(C(=C(O2)C(=O)O)OC(C)C)C1 (5-methoxy-3-(1-methylethoxy)-2-benzofurancarboxylic acid), C(=O)(N1C=NC=C1)N1C=NC=C1 (1,1'-carbonyldiimidazole), C(C1=CC=CC=C1)N (benzylamine). Solvent: C(C)(=O)OCC (ethyl acetate), O1CCCC1 (tetrahydrofuran). Reaction conditions: time 8 hour. Yields the product COC=1C=CC2=C(C(=C(O2)C(=O)NCC2=CC=CC=C2)OC(C)C)C1 (5-methoxy-3-(1-methylethoxy)-N-(phenylmethyl)-2-benzofurancarboxamide). Isolated yield 79.0%. RXN SMILES: [CH3:1][O:2][C:3]1[CH:4]=[CH:5][C:6]2[O:10][C:9]([C:11]([OH:13])=O)=[C:8]([O:14][CH:15]([CH3:17])[CH3:16])[C:7]=2[CH:18]=1.C(N1C=CN=C1)(N1C=CN=C1)=O.[CH2:31]([NH2:38])[C:32]1[CH:37]=[CH:36][CH:35]=[CH:34][CH:33]=1>O1CCCC1.C(OCC)(=O)C>[CH3:1][O:2][C:3]1[CH:4]=[CH:5][C:6]2[O:10][C:9]([C:11]([NH:38][CH2:31][C:32]3[CH:37]=[CH:36][CH:35]=[CH:34][CH:33]=3)=[O:13])=[C:8]([O:14][CH:15]([CH3:17])[CH3:16])[C:7]=2[CH:18]=1. Procedure details: A solution of 5-methoxy-3-(1-methylethoxy)-2-benzofurancarboxylic acid (250 mg, 1.00 mmol) [Connor, et al., J. Med. Chem. 35, 935(1992)] and 1,1'-carbonyldiimidazole (211 mg, 1.30 mmol) in 7 mL of tetrahydrofuran is heated at reflux for 1 hour. The reaction solution is cooled to room temperature and benzylamine (0.66 mL, 6.00 mmol) is added and the reaction mixture is stirred at room temperature overnight. The reaction is diluted with ethyl acetate and washed with brine. The organic phase is dri... The reactants are CC(C)(C)C1=CC=C(C=C1)C1=C(N=NS1)SCCC(=O)OCC (3-[[5-[4-(1,1-dimethylethyl)phenyl]-1,2,3-thiadiazol-4-yl]thio]propanoic acid, ethyl ester), [O-]CC.[K+] (potassium ethoxide). Run in C(C)O (ethanol), C(C)O (ethanol). Yields the product CC(C)(C)C1=CC=C(C=C1)C1=C(N=NS1)S (5-[4-(1,1-dimethylethyl)phenyl]-1,2,3-thiadiazol-4-thiol). Isolated yield 114.5%. Reaction SMILES: [CH3:1][C:2]([C:5]1[CH:10]=[CH:9][C:8]([C:11]2[S:15][N:14]=[N:13][C:12]=2[S:16]CCC(OCC)=O)=[CH:7][CH:6]=1)([CH3:4])[CH3:3].[O-]CC.[K+]>C(O)C>[CH3:4][C:2]([C:5]1[CH:6]=[CH:7][C:8]([C:11]2[S:15][N:14]=[N:13][C:12]=2[SH:16])=[CH:9][CH:10]=1)([CH3:1])[CH3:3] |f:1.2|. Reported procedure: A solution of 15.9 g of 3-[[5-[4-(1,1-dimethylethyl)phenyl]-1,2,3-thiadiazol-4-yl]thio]propanoic acid, ethyl ester in 75 ml of anhydrous ethanol was treated with 105 ml of 0.5M potassium ethoxide in ethanol. After 3 hours the solvent was partially removed in vacuo and 200 ml of anhydrous ether was added. The resulting solid was collected, washed with ether, redissolved in methanol, filtered and the filtrate concentrated to 10-15 ml. A 250 ml portion of anhydrous ether was added and the solid was... The reactants are CC(=O)c1cccc(S(=O)(=O)F)c1, CCNCC, C1CCOC1. Product: CCN(CC)S(=O)(=O)c1cccc(C(C)=O)c1. As a reaction SMILES: [C:1]([CH3:2])(=[O:3])[c:4]1[cH:5][c:6]([S:10](=[O:11])(=[O:12])[F:13])[cH:7][cH:8][cH:9]1.[CH2:14]([CH3:15])[NH:16][CH2:17][CH3:18].[O:19]1[CH2:20][CH2:21][CH2:22][CH2:23]1>>[C:1]([CH3:2])(=[O:3])[c:4]1[cH:5][c:6]([S:10](=[O:11])(=[O:12])[N:16]([CH2:14][CH3:15])[CH2:17][CH3:18])[cH:7][cH:8][cH:9]1. Procedure details: In the same manner as described in Example 1 but using 0.5 part of phenol in place of the hydroquinone, 7 parts of unreacted ethyl orthoacetate was recovered and then 4.2 parts of the desired product, a lactone of cis-2-hydroxy-cyclopent-4-ene-1-acetic acid was obtained. Reaction SMILES: [C:1]1([OH:7])[CH:6]=[CH:5][CH:4]=[CH:3][CH:2]=1.[C:8]([O-])([O-:13])([O:10]CC)C>>[OH:7][C@H:1]1[CH2:6][CH:5]=[CH:4][C@H:3]1[CH2:2][C:8]([OH:13])=[O:10]. Reactants: C1(=CC=CC=C1)O (phenol), C(C)(OCC)([O-])[O-] (ethyl orthoacetate). Yields the product lactone, O[C@@H]1[C@@H](C=CC1)CC(=O)O (cis-2-hydroxy-cyclopent-4-ene-1-acetic acid). Yields the product COc1ccc2[nH]c(C(F)(F)F)nc2c1Cl. The reactants are CC(=O)O, CCOC(C)=O, COc1ccc2[nH]c(C(F)(F)F)nc2c1, [Na+], O=C([O-])O, O, O=S(=O)(Cl)Cl. As a reaction SMILES: [C:26]([OH:27])(=[O:28])[CH3:29].[CH3:30][CH2:31][O:32][C:33]([CH3:34])=[O:35].[CH3:6][O:7][c:8]1[cH:9][c:10]2[c:11]([nH:12][c:13]([C:15]([F:16])([F:17])[F:18])[n:14]2)[cH:19][cH:20]1.[Na+:25].[O-:21][C:22]([OH:23])=[O:24].[OH2:36].[S:1]([Cl:2])(=[O:3])([Cl:4])=[O:5]>>[Cl:4][c:9]1[c:8]([O:7][CH3:6])[cH:20][cH:19][c:11]2[c:10]1[n:14][c:13]([C:15]([F:16])([F:17])[F:18])[nH:12]2.